This data is from the Open Reaction Database (ORD), a public repository of structured organic reaction records. The task is: describe an organic reaction: reactants, conditions, products, and yield The reactants are SiO2, CCC(=O)C=1C2(CCCC2)CC=CC1C (methyl 1-(7-methylspiro[4.5]deca-6,8-dien-6-yl)ethanone), [Li+].CC(C)[N-]C(C)C (LDA), C(C)=O (acetaldehyde). Solvent: CCCCCC.CC(C)(C)OC (hexane MTBE). The product is OC(CC(=O)C=1C2(CCCC2)CC=CC1C)C (3-Hydroxy-1-(7-methylspiro[4.5]deca-6,8-dien-6-yl)butan-1-one). Yield: 68.0%. RXN SMILES: CC[C:3]([C:5]1[C:6]2([CH2:11][CH:12]=[CH:13][C:14]=1[CH3:15])[CH2:10][CH2:9][CH2:8][CH2:7]2)=[O:4].[Li+].CC([N-][CH:21]([CH3:23])[CH3:22])C.C(=[O:26])C>CCCCCC.CC(OC)(C)C>[OH:26][CH:21]([CH3:22])[CH2:23][C:3]([C:5]1[C:6]2([CH2:11][CH:12]=[CH:13][C:14]=1[CH3:15])[CH2:10][CH2:9][CH2:8][CH2:7]2)=[O:4] |f:1.2,4.5|. Procedure: Prepared in 68% yield after FC (300 g SiO2, hexane/MTBE 4:1 to 3:1) from methyl 1-(7-methylspiro[4.5]deca-6,8-dien-6-yl)ethanone (2.25 g, 11.8 mmol), LDA, acetaldehyde as described in Example 10. Run at time 2 hour. Yields the product NN=CNC1=CC=C(C(=O)OC2=C(C3=CC=C(C=C3C=C2)C(N)=N)C(=O)OCC(N(C)C)=O)C=C1 (6-amidino-1-dimethylcarbamoylmethoxycarbonyl-2-naphthyl 4-aminoiminomethylaminobenzoate). Reagents/catalysts: CN(C)C=1C=CN=CC1 (DMAP). Isolated yield 46.1%. Procedure: 3 Milliliters of anhydrous pyridine was added to 418 mg of 4-aminoiminomethylaminobenzoic acid.methanesulfonate, 500 mg of 6-amidino-1-dimethylcarbamoylmethoxycarbonyl-2-naphthol.hydrochloride, 400 mg of DCC and 18 mg of DMAP, followed by stirring for 2 hours under cooling with ice and then 24 hours at room temperature. Then, the precipitate was collected by filtration and dissolved with addition of 20 ml of warm DMF, followed by stirring for 1 hour under cooling with ice. The precipitate was fi... Reaction SMILES: [NH2:1][N:2]=[CH:3][NH:4][C:5]1[CH:13]=[CH:12][C:8]([C:9]([OH:11])=[O:10])=[CH:7][CH:6]=1.CS([O-])(=O)=O.Cl.[C:20]([C:23]1[CH:24]=[C:25]2[C:30](=[CH:31][CH:32]=1)[C:29]([C:33]([O:35][CH2:36][C:37](=[O:41])[N:38]([CH3:40])[CH3:39])=[O:34])=[C:28](O)[CH:27]=[CH:26]2)(=[NH:22])[NH2:21].C1CCC(N=C=NC2CCCCC2)CC1>CN(C1C=CN=CC=1)C.N1C=CC=CC=1>[NH2:1][N:2]=[CH:3][NH:4][C:5]1[CH:13]=[CH:12][C:8]([C:9]([O:11][C:28]2[CH:27]=[CH:26][C:25]3[C:30](=[CH:31][CH:32]=[C:23]([C:20](=[NH:21])[NH2:22])[CH:24]=3)[C:29]=2[C:33]([O:35][CH2:36][C:37](=[O:41])[N:38]([CH3:39])[CH3:40])=[O:34])=[O:10])=[CH:7][CH:6]=1 |f:2.3|. Reactants: C1CCC(CC1)N=C=NC2CCCCC2 (DCC), CS(=O)(=O)[O-] (methanesulfonate), Cl.C(N)(=N)C=1C=C2C=CC(=C(C2=CC1)C(=O)OCC(N(C)C)=O)O (6-amidino-1-dimethylcarbamoylmethoxycarbonyl-2-naphthol.hydrochloride), NN=CNC1=CC=C(C(=O)O)C=C1 (4-aminoiminomethylaminobenzoic acid). The solvent is N1=CC=CC=C1 (pyridine). Starting materials: ( 5 ), [N+](=O)([O-])C=1C=C(C(=O)OC)C=C(C1)[N+](=O)[O-] (methyl 3,5-dinitrobenzoate), C[O-].[Na+] (sodium methoxide), [Na] (sodium). Product: COC=1C=C(C(=O)OC)C=C(C1)[N+](=O)[O-] (Methyl 3-methoxy-5-nitrobenzoate). Run in CO (methanol), CO (methanol). As a reaction SMILES: [N+:1]([C:4]1[CH:5]=[C:6]([CH:11]=[C:12]([N+]([O-])=O)[CH:13]=1)[C:7]([O:9][CH3:10])=[O:8])([O-:3])=[O:2].[CH3:17][O-:18].[Na+].[Na]>CO>[CH3:17][O:18][C:12]1[CH:11]=[C:6]([CH:5]=[C:4]([N+:1]([O-:3])=[O:2])[CH:13]=1)[C:7]([O:9][CH3:10])=[O:8] |f:1.2,^1:19|. Reported procedure: Five (5) g (22 mmol) methyl 3,5-dinitrobenzoate (Aldrich) were suspended in 80 mL methanol (A.C.S. grade) and heated to reflux for app. 1 h under nitrogen, until a clear brown solution had formed. A simultaneously prepared sodium methoxide solution (prepared by portionwise addition of 0.76 g (33 mmol, 1.5 eq.) sodium to 10 mL methanol, the reaction flask was purged with nitrogen until all sodium had reacted) was added dropwise to the hot solution by syringe, each drop causing a deep red color. T... Reactants: C(C(C)(C)C)(=O)OCCl (pivaloyloxymethyl chloride), N1C=NC=C1 (imidazole). Run in ClCCl (dichloromethane). Product: N1(C=NC=C1)COC(C(C)(C)C)=O (Pivalic acid (1-imidazolyl)methyl ester). Isolated yield 54.9%. RXN SMILES: [C:1]([O:7][CH2:8]Cl)(=[O:6])[C:2]([CH3:5])([CH3:4])[CH3:3].[NH:10]1[CH:14]=[CH:13][N:12]=[CH:11]1>ClCCl>[N:10]1([CH2:8][O:7][C:1](=[O:6])[C:2]([CH3:5])([CH3:4])[CH3:3])[CH:14]=[CH:13][N:12]=[CH:11]1. Reported procedure: To 1.95 g (0.013 mole) of pivaloyloxymethyl chloride, dissolved in 20 ml of dichloromethane, were added 1.76 g (0.026 mole) of imidazole. The reaction mixture was refluxed for 32 hours, then was cooled and filtered. The filtrate was concentrated in vacuo to give an oil which was triturated with 100 mL of ether. The ether was decanted and concentrated in vacuo to give 1.30 g (55% yield) of the desired ester: IR (neat) 1720 cm-1 (s) (C=O); NMR (CDCl3) δ 7.7 (s, 1, N=CH--N), 7.07 (s, 2, N--CH=CH--N... Starting materials: ClC1=CC=C(C(=N1)OC1CCOCC1)[N+](=O)[O-] (6-chloro-3-nitro-2-(tetrahydro-2H-pyran-4-yloxy)pyridine), O1C=C(C=C1)B(O)O (furan-3-boronic acid), C([O-])([O-])=O.[K+].[K+] (potassium carbonate). The reagents and catalysts are C=1C=CC(=CC1)[P](C=2C=CC=CC2)(C=3C=CC=CC3)[Pd]([P](C=4C=CC=CC4)(C=5C=CC=CC5)C=6C=CC=CC6)([P](C=7C=CC=CC7)(C=8C=CC=CC8)C=9C=CC=CC9)[P](C=1C=CC=CC1)(C=1C=CC=CC1)C=1C=CC=CC1 (tetrakis(triphenylphosphine)palladium). Solvent: O1CCOCC1.O (1,4-dioxane water), CCOC(=O)C (EtOAc). Reaction conditions: temperature 80 celsius. Yields the product O1C=C(C=C1)C1=CC=C(C(=N1)OC1CCOCC1)[N+](=O)[O-] (6-(furan-3-yl)-3-nitro-2-(tetrahydro-2H-pyran-4-yloxy)pyridine). The yield is 67.9%. Reaction SMILES: Cl[C:2]1[N:7]=[C:6]([O:8][CH:9]2[CH2:14][CH2:13][O:12][CH2:11][CH2:10]2)[C:5]([N+:15]([O-:17])=[O:16])=[CH:4][CH:3]=1.[O:18]1[CH:22]=[CH:21][C:20](B(O)O)=[CH:19]1.C(=O)([O-])[O-].[K+].[K+]>O1CCOCC1.O.CCOC(C)=O.C1C=CC([P]([Pd]([P](C2C=CC=CC=2)(C2C=CC=CC=2)C2C=CC=CC=2)([P](C2C=CC=CC=2)(C2C=CC=CC=2)C2C=CC=CC=2)[P](C2C=CC=CC=2)(C2C=CC=CC=2)C2C=CC=CC=2)(C2C=CC=CC=2)C2C=CC=CC=2)=CC=1>[O:18]1[CH:22]=[CH:21][C:20]([C:2]2[N:7]=[C:6]([O:8][CH:9]3[CH2:14][CH2:13][O:12][CH2:11][CH2:10]3)[C:5]([N+:15]([O-:17])=[O:16])=[CH:4][CH:3]=2)=[CH:19]1 |f:2.3.4,5.6,^1:48,50,69,88|. Procedure: A solution of 6-chloro-3-nitro-2-(tetrahydro-2H-pyran-4-yloxy)pyridine (0.259 g, 1.00 mmol), furan-3-boronic acid (0.123 g, 1.10 mmol), tetrakis(triphenylphosphine)palladium (0) (0.058 g, 0.05 mmol) and potassium carbonate (0.276 g, 2.00 mmol) in 1,4-dioxane/water (5 mL, 4:1) was de-gassed with nitrogen and then heated at 80° C. for 18 hours. The reaction mixture was diluted with EtOAc, washed with water and brine. The organic phase was dried (MgSO4) and the solvent removed in vacuo. The residue...